From a dataset of the Open Reaction Database (ORD), a public repository of structured organic reaction records. describe an organic reaction: reactants, conditions, products, and yield The reactants are C(C)(C)(C)NC(=O)C1=CN(C2=NC=C(N=C21)C2=NNC1=CC=C(C=C21)OC(F)F)COCC[Si](C)(C)C (N-tert-butyl-2-(5-(difluoromethoxy)-1H-indazol-3-yl)-5-((2-(trimethylsilyl)ethoxy)methyl)-5H-pyrrolo[2,3-b]pyrazine-7-carboxamide), C(=O)(C(F)(F)F)O (TFA). Run in ClCCl (dichloromethane). Reaction conditions: temperature 25 celsius, time 8 hour. Product: C(C)(C)(C)NC(=O)C1=CNC2=NC=C(N=C21)C2=NNC1=CC=C(C=C21)OC(F)F (N-tert-butyl-2-(5-(difluoromethoxy)-1H-indazol-3-yl)-5H-pyrrolo[2,3-b]pyrazine-7-carboxamide). The yield is 62.4%. As a reaction SMILES: [C:1]([NH:5][C:6]([C:8]1[C:16]2[C:11](=[N:12][CH:13]=[C:14]([C:17]3[C:25]4[C:20](=[CH:21][CH:22]=[C:23]([O:26][CH:27]([F:29])[F:28])[CH:24]=4)[NH:19][N:18]=3)[N:15]=2)[N:10](COCC[Si](C)(C)C)[CH:9]=1)=[O:7])([CH3:4])([CH3:3])[CH3:2].C(O)(C(F)(F)F)=O>ClCCl>[C:1]([NH:5][C:6]([C:8]1[C:16]2[C:11](=[N:12][CH:13]=[C:14]([C:17]3[C:25]4[C:20](=[CH:21][CH:22]=[C:23]([O:26][CH:27]([F:29])[F:28])[CH:24]=4)[NH:19][N:18]=3)[N:15]=2)[NH:10][CH:9]=1)=[O:7])([CH3:4])([CH3:2])[CH3:3]. Procedure details: To a pale yellow solution of N-tert-butyl-2-(5-(difluoromethoxy)-1H-indazol-3-yl)-5-((2-(trimethylsilyl)ethoxy)methyl)-5H-pyrrolo[2,3-b]pyrazine-7-carboxamide (55 mg, 104 μmol) in dichloromethane (3 mL) was added TFA (1.48 g, 1000 μL, 13.0 mmol25), the reaction mixture turned orange and was stirred at 25° C. overnight then concentrated. The residue was re-dissolved in 5 mL of a solution of (dichloromethane/MeOH/ammonium hydroxide; 60:10:1) and stirred at 25° C. for 3 h, then evaporated to a ligh... Starting materials: CCCCCC (hexane), [H-].[Na+] (sodium hydride), C(C1=CC=CC=C1)(=O)OC (methyl benzoate), C(C)(=O)C=1N(C=CC1)C (2-acetyl-1-methylpyrrole). The reagents and catalysts are C(C)O (ethanol). Solvent: C(C)OCC (ethyl ether), O (water). Reaction conditions: temperature 5 celsius, time 12 hour. Product: CN1C(=CC=C1)C(CC(=O)C1=CC=CC=C1)=O (1-(1-methylpyrrol-2-yl)-3-phenyl-1,3-propanedione). The yield is 17.6%. RXN SMILES: CCCCCC.[H-].[Na+].[C:9]([O:17]C)(=O)[C:10]1[CH:15]=[CH:14][CH:13]=[CH:12][CH:11]=1.[C:19]([C:22]1[N:23]([CH3:27])[CH:24]=[CH:25][CH:26]=1)(=[O:21])[CH3:20]>C(OCC)C.C(O)C.O>[CH3:27][N:23]1[CH:24]=[CH:25][CH:26]=[C:22]1[C:19](=[O:21])[CH2:20][C:9]([C:10]1[CH:11]=[CH:12][CH:13]=[CH:14][CH:15]=1)=[O:17] |f:1.2|. Reported procedure: To a stirred, cooled (5° C.) slurry of 0.96 g (0.04 mol) of hexane-washed sodium hydride in 2.72 g (0.02 mol) of methyl benzoate under nitrogen was added a solution of 5.0 g (0.04 mol) of 2-acetyl-1-methylpyrrole in 30 mL of ethyl ether. A few drops of ethanol were added. The reaction mixture was allowed to stir at 5° C. for 12 h. The mixture was poured into water and extracted with ethyl ether. The combined organic layers were washed with brine, dried over magnesium sulfate, and filtered. Remov...